From a dataset of the Open Reaction Database (ORD), a public repository of structured organic reaction records. describe an organic reaction: reactants, conditions, products, and yield The reactants are Oc1ccc(Br)cc1C(F)(F)F, O=C([O-])[O-], CC#N, CCOC(C)=O, OCCCI, [K+], [K+], O. Yields the product OCCCOc1ccc(Br)cc1C(F)(F)F. Reaction SMILES: [Br:6][c:7]1[cH:8][c:9]([C:14]([F:15])([F:16])[F:17])[c:10]([OH:13])[cH:11][cH:12]1.[C:18](=[O:19])([O-:20])[O-:21].[CH3:24][C:25]#[N:26].[CH3:27][CH2:28][O:29][C:30](=[O:31])[CH3:32].[I:1][CH2:2][CH2:3][CH2:4][OH:5].[K+:22].[K+:23].[OH2:33]>>[CH2:2]([CH2:3][CH2:4][OH:5])[O:13][c:10]1[c:9]([C:14]([F:15])([F:16])[F:17])[cH:8][c:7]([Br:6])[cH:12][cH:11]1. Reactants: C(C1=CC=CC=C1)(=O)NC(=NCCSCC=1N=CNC1C)NCCCC=1N=CNC1 (N-Benzoyl-N'-[3-(4-imidazolyl)propyl]-N"-[2-(5-methyl-4-imidazolylmethylthio)ethyl]guanidine), Cl (hydrochloric acid). Product: Cl.Cl.Cl.N1C=NC(=C1)CCCNC(=N)NCCSCC=1N=CNC1C (N-[3-(4-imidazolyl)propyl]-N'-[2-(5-methyl-4-imidazolyl methylthio)ethyl]guanidine trihydrochloride). RXN SMILES: C([NH:9][C:10]([NH:22][CH2:23][CH2:24][CH2:25][C:26]1[N:27]=[CH:28][NH:29][CH:30]=1)=[N:11][CH2:12][CH2:13][S:14][CH2:15][C:16]1[N:17]=[CH:18][NH:19][C:20]=1[CH3:21])(=O)C1C=CC=CC=1.[ClH:31]>>[ClH:31].[ClH:31].[ClH:31].[NH:29]1[CH:30]=[C:26]([CH2:25][CH2:24][CH2:23][NH:22][C:10]([NH:11][CH2:12][CH2:13][S:14][CH2:15][C:16]2[N:17]=[CH:18][NH:19][C:20]=2[CH3:21])=[NH:9])[N:27]=[CH:28]1 |f:2.3.4.5|. Procedure details: N-Benzoyl-N'-[3-(4-imidazolyl)propyl]-N"-[2-(5-methyl-4-imidazolylmethylthio)ethyl]guanidine (2.37 g) was heated overnight on a steam bath with conc. hydrochloric acid (135 ml). The aqueous reaction mixture was evaporated to ca 75% of its original volume to remove the excess of hydrogen chloride. The aqueous residue obtained was extracted with diethyl ether to remove benzoic acid. The aqueous phase was evaporated at reduced pressure and azeotroped with ethanol (100 ml). The oily residue was recr... Reactants: CC=1N=CC(=NC1)CNC(=S)NC1=CC=C(C=C1)N1CCOCC1 (1-(5-Methylpyrazin-2-ylmethyl)-3-(4-morpholin-4-ylphenyl)-thiourea), CC(=O)[O-].[Na+] (NaOAc), BrCC(=O)OCC (ethyl bromoacetate). Run in C(C)O (ethanol). Reaction conditions: temperature 80 celsius. The product is CC=1N=CC(=NC1)CN1C(SCC1=O)=NC1=CC=C(C=C1)N1CCOCC1 (3-(5-Methylpyrazin-2-ylmethyl)-2-(4-morpholin-4-ylphenylimino)-thiazolidin-4-one). Isolated yield 73.0%. As a reaction SMILES: [CH3:1][C:2]1[N:3]=[CH:4][C:5]([CH2:8][NH:9][C:10]([NH:12][C:13]2[CH:18]=[CH:17][C:16]([N:19]3[CH2:24][CH2:23][O:22][CH2:21][CH2:20]3)=[CH:15][CH:14]=2)=[S:11])=[N:6][CH:7]=1.[CH3:25][C:26]([O-])=[O:27].[Na+].BrCC(OCC)=O>C(O)C>[CH3:1][C:2]1[N:3]=[CH:4][C:5]([CH2:8][N:9]2[C:26](=[O:27])[CH2:25][S:11][C:10]2=[N:12][C:13]2[CH:14]=[CH:15][C:16]([N:19]3[CH2:24][CH2:23][O:22][CH2:21][CH2:20]3)=[CH:17][CH:18]=2)=[N:6][CH:7]=1 |f:1.2|. Reported procedure: A suspension of 1-(5-Methylpyrazin-2-ylmethyl)-3-(4-morpholin-4-ylphenyl)-thiourea (1.7 g, 5.0 mmol, 1.0 equiv) and NaOAc (0.82 g, 10.0 mmol, 2.0 equiv) in 30 mL ethanol was treated with ethyl bromoacetate (0.55 ml, 5.0 mmol, 1.0 equiv) as a neat liquid via syringe. The heterogeneous mixture was heated to 80° C. overnight. The solvent was removed in vacuo, and the residue was partitioned between EtOAc and saturated NaHCO3. After drying the organic layer with brine and Na2SO4, the product was pur... Starting materials: COC(=O)c1ccc(-c2ccc(NCCN(CC(O)c3cccc(Cl)c3)C(=O)OC(C)(C)C)cc2)cc1OC1CCCCC1, CO, [Na+], C1CCOC1, [OH-]. Product: CC(C)(C)OC(=O)N(CCNc1ccc(-c2ccc(C(=O)O)c(OC3CCCCC3)c2)cc1)CC(O)c1cccc(Cl)c1. Reaction SMILES: [C:1]([CH3:2])([CH3:3])([CH3:4])[O:5][C:6](=[O:7])[N:8]([CH2:9][CH2:10][NH:11][c:12]1[cH:13][cH:14][c:15](-[c:18]2[cH:19][c:20]([O:28][CH:29]3[CH2:30][CH2:31][CH2:32][CH2:33][CH2:34]3)[c:21]([C:24](=[O:25])[O:26][CH3:27])[cH:22][cH:23]2)[cH:16][cH:17]1)[CH2:35][CH:36]([OH:37])[c:38]1[cH:39][c:40]([Cl:44])[cH:41][cH:42][cH:43]1.[CH3:47][OH:48].[Na+:46].[O:49]1[CH2:50][CH2:51][CH2:52][CH2:53]1.[OH-:45]>>[C:1]([CH3:2])([CH3:3])([CH3:4])[O:5][C:6](=[O:7])[N:8]([CH2:9][CH2:10][NH:11][c:12]1[cH:13][cH:14][c:15](-[c:18]2[cH:19][c:20]([O:28][CH:29]3[CH2:30][CH2:31][CH2:32][CH2:33][CH2:34]3)[c:21]([C:24](=[O:25])[OH:26])[cH:22][cH:23]2)[cH:16][cH:17]1)[CH2:35][CH:36]([OH:37])[c:38]1[cH:39][c:40]([Cl:44])[cH:41][cH:42][cH:43]1. Reactants: ClC=1C=C(C=CC1)C1=C(C=CC(=N1)C(=O)O)C (6-(3-chloro-phenyl)-5-methyl-pyridine-2-carboxylic acid), NC(C(=O)NC)(CC)CC (2-amino-2-ethyl-N-methyl-butyramide). Product: C(C)C(CC)(C(NC)=O)NC(=O)C1=NC(=C(C=C1)C)C1=CC(=CC=C1)Cl (6-(3-Chloro-phenyl)-5-methyl-pyridine-2-carboxylic acid (1-ethyl-1-methylcarbamoyl-propyl)-amide). Reaction SMILES: [Cl:1][C:2]1[CH:3]=[C:4]([C:8]2[N:13]=[C:12]([C:14]([OH:16])=O)[CH:11]=[CH:10][C:9]=2[CH3:17])[CH:5]=[CH:6][CH:7]=1.[NH2:18][C:19]([CH2:26][CH3:27])([CH2:24][CH3:25])[C:20]([NH:22][CH3:23])=[O:21]>>[CH2:24]([C:19]([NH:18][C:14]([C:12]1[CH:11]=[CH:10][C:9]([CH3:17])=[C:8]([C:4]2[CH:5]=[CH:6][CH:7]=[C:2]([Cl:1])[CH:3]=2)[N:13]=1)=[O:16])([C:20](=[O:21])[NH:22][CH3:23])[CH2:26][CH3:27])[CH3:25]. Procedure: The title compound was synthesized in analogy to Example 1, using 6-(3-chloro-phenyl)-5-methyl-pyridine-2-carboxylic acid (Example 49 e) and 2-amino-2-ethyl-N-methyl-butyramide as starting materials, MS (LC/MS): 374.2 [M+H]+.